From a dataset of the Open Reaction Database (ORD), a public repository of structured organic reaction records. describe an organic reaction: reactants, conditions, products, and yield Reactants: N(=[N+]=[N-])C(=O)C=1C(=C(CN2CCN(CC2)C(=O)OC(C)(C)C)C=CC1F)F (tert-butyl 4-(3-(azidocarbonyl)-2,4-difluorobenzyl)piperazine-1-carboxylate), CC1=CC=C(C=N1)N (6-methylpyridin-3-amine), CN(C)C=O (DMF). Run in CCOC(=O)C (EtOAc). Product: FC1=C(CN2CCN(CC2)C(=O)OC(C)(C)C)C=CC(=C1NC(=O)NC=1C=NC(=CC1)C)F (tert-butyl 4-(2,4-difluoro-3-(3-(6-methylpyridin-3-yl)ureido)benzyl)piperazine-1-carboxylate). The yield is 32.0%. As a reaction SMILES: N(C([C:6]1[C:7]([F:27])=[C:8]([CH:23]=[CH:24][C:25]=1[F:26])[CH2:9][N:10]1[CH2:15][CH2:14][N:13]([C:16]([O:18][C:19]([CH3:22])([CH3:21])[CH3:20])=[O:17])[CH2:12][CH2:11]1)=O)=[N+]=[N-].[CH3:28][C:29]1[N:34]=[CH:33][C:32]([NH2:35])=[CH:31][CH:30]=1.C[N:37]([CH:39]=[O:40])C>CCOC(C)=O>[F:27][C:7]1[C:6]([NH:37][C:39]([NH:35][C:32]2[CH:33]=[N:34][C:29]([CH3:28])=[CH:30][CH:31]=2)=[O:40])=[C:25]([F:26])[CH:24]=[CH:23][C:8]=1[CH2:9][N:10]1[CH2:15][CH2:14][N:13]([C:16]([O:18][C:19]([CH3:22])([CH3:20])[CH3:21])=[O:17])[CH2:12][CH2:11]1. Procedure: A solution of tert-butyl 4-(3-(azidocarbonyl)-2,4-difluorobenzyl)piperazine-1-carboxylate (2.52 g, nominally 5.4 mmol, 1.0 equiv) and 6-methylpyridin-3-amine (389 mg, 3.6 mmol, 0.66 equiv) in 7 mL of DMF was stirred at room temperature over 72 h, after which, the reaction mixture was diluted with EtOAc and washed repeatedly with water. After the EtOAc layer was washed with aq. satd. NaHCO3 and brine, it was dried over sodium sulfate, filtered and concentrated in vacuo. Reverse phase chromatograp... Reactants: C[Si](C)(C)C#N (trimethylsilyl cyanide), C(F)(F)(F)S(=O)(=O)[O-].C(F)(F)(F)S(=O)(=O)[O-].C(F)(F)(F)S(=O)(=O)[O-].[Yb+3] (Yb(OTf)3), CC1=NC(=NO1)C1=CC=C(C=C1)N (4-(5-methyl-[1,2,4]oxadiazol-3-yl)phenylamine), COC=1C=C(C=C2CCCOC12)C=O (8-methoxychromane-6-carbaldehyde). Solvent: ClCCl (dichloromethane). Yields the product crude product, COC=1C=C(C=C2CCCOC12)C(C#N)NC1=CC=C(C=C1)C1=NOC(=N1)C ((8-methoxychroman-6-yl)-[4-(5-methyl-[1,2,4]oxadiazol-3-yl)phenylamino]acetonitrile). Reaction SMILES: [CH3:1][C:2]1[O:6][N:5]=[C:4]([C:7]2[CH:12]=[CH:11][C:10]([NH2:13])=[CH:9][CH:8]=2)[N:3]=1.[CH3:14][O:15][C:16]1[CH:17]=[C:18]([CH:26]=O)[CH:19]=[C:20]2[C:25]=1[O:24][CH2:23][CH2:22][CH2:21]2.C[Si]([C:32]#[N:33])(C)C.C(S([O-])(=O)=O)(F)(F)F.C(S([O-])(=O)=O)(F)(F)F.C(S([O-])(=O)=O)(F)(F)F.[Yb+3]>ClCCl>[CH3:14][O:15][C:16]1[CH:17]=[C:18]([CH:26]([NH:13][C:10]2[CH:11]=[CH:12][C:7]([C:4]3[N:3]=[C:2]([CH3:1])[O:6][N:5]=3)=[CH:8][CH:9]=2)[C:32]#[N:33])[CH:19]=[C:20]2[C:25]=1[O:24][CH2:23][CH2:22][CH2:21]2 |f:3.4.5.6|. Procedure details: After adding 700 mg of 4-(5-methyl-[1,2,4]oxadiazol-3-yl)phenylamine, 770 mg of 8-methoxychromane-6-carbaldehyde [CAS No. 81258-23-3], 1 g of MS3A and 1.1 ml of trimethylsilyl cyanide to a solution of 250 mg of Yb(OTf)3 in 5 ml of dichloromethane under a nitrogen atmosphere, the mixture was stirred overnight at room temperature. The reaction mixture was filtered through celite, and the celite was washed with 100 ml of ethyl acetate. The organic layer was concentrated under reduced pressure to gi... Reactants: 2B, O1COC2=C1C=CC(=C2)O (1,3-benzodioxol-5-ol), FC=1C=C(C=CC1F)O (3,4-difluorophenol), C1(CC1)CCN1C(C(C2=CC=CC=C12)=O)=O (1-(2-cyclopropylethyl)-1H-indole-2,3-dione), C(CCCC)N1C(C(C2=CC=CC=C12)=O)=O (1-pentyl-1H-indole-2,3-dione). Product: FC1=CC(=C(C=C1F)C1(C(N(C2=CC=CC=C12)CCCCC)=O)O)O (3-(4,5-difluoro-2-hydroxyphenyl)-3-hydroxy-1-pentyl-1,3-dihydro-2H-indol-2-one). Reaction SMILES: [CH:1]1([CH2:4][CH2:5][N:6]2[C:14]3[C:9](=[CH:10][CH:11]=[CH:12][CH:13]=3)[C:8](=[O:15])[C:7]2=[O:16])[CH2:3][CH2:2]1.C(N1C2C(=CC=CC=2)C(=O)C1=O)CCCC.O1C2C=CC(O)=CC=2OC1.[F:43][C:44]1[CH:45]=[C:46]([OH:51])[CH:47]=[CH:48][C:49]=1[F:50]>>[F:43][C:44]1[C:49]([F:50])=[CH:48][C:47]([C:8]2([OH:15])[C:9]3[C:14](=[CH:13][CH:12]=[CH:11][CH:10]=3)[N:6]([CH2:5][CH2:4][CH2:1][CH2:3][CH3:2])[C:7]2=[O:16])=[C:46]([OH:51])[CH:45]=1. Procedure details: Following the procedure as described in PREPARATION 2B, and making non-critical variations to replace 1-(2-cyclopropylethyl)-1H-indole-2,3-dione with 1-pentyl-1H-indole-2,3-dione, and 1,3-benzodioxol-5-ol with 3,4-difluorophenol, the title compound was obtained (31%): 1H NMR (300 MHz, CDCl3) δ 9.69-9.65 (br, 1H), 7.51-7.41 (m, 2H), 7.26-7.21 (m, 1H), 6.99-6.57 (m, 3H), 4.18-4.14 (br, 1H), 3.78-3.58 (m, 2H), 1.76-1.62 (m, 2H), 1.40-1.28 (m, 4H), 0.87 (t, 3H); MS (ES+) m/z 330 (M−17), 370 (M+23). Reactants: C1CCOC1, ClCCl, CC(C)(C)OC(=O)N1CCCC1COc1ccccc1, O=C1Nc2ccc(S(=O)(=O)Cl)cc2C1=O, O=C(O)C(F)(F)F. The product is O=C1Nc2ccc(S(=O)(=O)N3CCCC3COc3ccccc3)cc2C1=O. RXN SMILES: [CH2:46]1[O:47][CH2:48][CH2:49][CH2:50]1.[Cl:43][CH2:44][Cl:45].[O:1]([c:2]1[cH:3][cH:4][cH:5][cH:6][cH:7]1)[CH2:8][CH:9]1[N:10]([C:14]([O:15][C:16]([CH3:17])([CH3:18])[CH3:19])=[O:20])[CH2:11][CH2:12][CH2:13]1.[O:28]=[C:29]1[NH:30][c:31]2[cH:32][cH:33][c:34]([S:39](=[O:40])(=[O:41])[Cl:42])[cH:35][c:36]2[C:37]1=[O:38].[OH:21][C:22]([C:23]([F:24])([F:25])[F:26])=[O:27]>>[O:1]([c:2]1[cH:3][cH:4][cH:5][cH:6][cH:7]1)[CH2:8][CH:9]1[N:10]([S:39]([c:34]2[cH:33][cH:32][c:31]3[c:36]([cH:35]2)[C:37](=[O:38])[C:29](=[O:28])[NH:30]3)(=[O:40])=[O:41])[CH2:11][CH2:12][CH2:13]1.